This data is from the Open Reaction Database (ORD), a public repository of structured organic reaction records. The task is: describe an organic reaction: reactants, conditions, products, and yield Product: Compound 5an, C(C1=CC=CC=C1)(=O)N1CCN(CC1)C(C(=O)C1=CNC2=C(N=CC(=C12)OC)Cl)=O (N-(benzoyl)-N′-[(7-chloro-4-methoxy-6-azaindol-3-yl)-oxoacetyl]-piperazine). Reaction SMILES: [C:1]([N:9]1[CH2:14][CH2:13][N:12]([C:15](=[O:27])[C:16]([C:18]2C3C(=NC=CC=3)[NH:20][CH:19]=2)=[O:17])[C@H:11](C)[CH2:10]1)(=[O:8])[C:2]1[CH:7]=[CH:6][CH:5]=[CH:4][CH:3]=1.[Cl:29][C:30]1[N:31]=[CH:32][C:33]([O:44][CH3:45])=[C:34]2[C:38]=1NC=C2C(=O)C([O-])=O.[K+]>>[C:1]([N:9]1[CH2:14][CH2:13][N:12]([C:15](=[O:27])[C:16]([C:18]2[C:34]3[C:38](=[C:30]([Cl:29])[N:31]=[CH:32][C:33]=3[O:44][CH3:45])[NH:20][CH:19]=2)=[O:17])[CH2:11][CH2:10]1)(=[O:8])[C:2]1[CH:7]=[CH:6][CH:5]=[CH:4][CH:3]=1 |f:1.2|. The reactants are C(C1=CC=CC=C1)(=O)N1C[C@H](N(CC1)C(C(=O)C1=CNC2=NC=CC=C12)=O)C ((R)-N-(benzoyl)-3-methyl-N′-[(7-azaindol-3-yl)-oxoacetyl]-piperazine), ClC=1N=CC(=C2C(=CNC12)C(C(=O)[O-])=O)OC.[K+] (Potassium (7-chloro-4-methoxy-6-azaindol-3-yl)-oxoacetate). Reported procedure: Compound 5an, N-(benzoyl)-N′-[(7-chloro-4-methoxy-6-azaindol-3-yl)-oxoacetyl]-piperazine was prepared by the same method which was used to prepare compound 5a except that Potassium (7-chloro-4-methoxy-6-azaindol-3-yl)-oxoacetate was employed as the starting material to give a white solid. The compound was purified by silica gel chromatography using EtOAc as the eluting solvent. MS m/z: (M+H)+ calcd for C21H20ClN4O4: 427.12; found 427.12. HPLC retention time: 1.28 minutes (column A). The reactants are CN, CNC(=N)O[N+](=O)[O-], Cl, Cl. Product: CN=C(NC)O[N+](=O)[O-]. Reaction SMILES: [CH3:10][NH2:11].[CH3:1][NH:2][C:3]([O:4][N+:5](=[O:6])[O-:7])=[NH:8].[ClH:12].[ClH:9]>>[CH3:1][NH:2][C:3]([O:4][N+:5](=[O:6])[O-:7])=[N:8][CH3:10]. Reactants: C(C1=CC=CC=C1)OC(=O)NCCOCOCCOC (N-Benzyloxycarbonyl-O-(2-methoxyethoxymethyl)ethanolamine). The reagents and catalysts are [Pd] (palladium on charcoal). Run in C(C)O (ethanol), C(C)(=O)OCC (ethyl acetate). Reaction conditions: time 8 hour. Product: COCCOCOCCN (O-(2-methoxyethoxymethyl)ethanolamine). RXN SMILES: C(OC([NH:11][CH2:12][CH2:13][O:14][CH2:15][O:16][CH2:17][CH2:18][O:19][CH3:20])=O)C1C=CC=CC=1>C(O)C.[Pd].C(OCC)(=O)C>[CH3:20][O:19][CH2:18][CH2:17][O:16][CH2:15][O:14][CH2:13][CH2:12][NH2:11]. Reported procedure: N-Benzyloxycarbonyl-O-(2-methoxyethoxymethyl)ethanolamine (6.25 g, 22.0 mmol) was dissolved in ethanol (10 ml) and placed under a blanket of argon. A slurry of 10% palladium on charcoal (1 g) in ethyl acetate was added and hydrogen gas was bubbled through the suspension for 3 hours and then the mixture was placed under hydrogen atmosphere overnight. TLC indicated that some starting material still remained so a further batch ofcatalyst (1 g) was added and hydrogenation was allowed to continue for... The reactants are C1(C=CCCC1)=O (2-cyclohexen-1-one), C(C)OCC (ethyl ether), organo-lithium, organolithium, resultant mixture, ice, [Cl-].[NH4+] (ammonium chloride), C1(C=CCCC1)O (cyclohex-2-ene-1-ol), C1(C=CCCC1)=O (cyclohexenone), ice. Conditions: temperature 0 celsius, time 18 hour. The product is C(C)OC(C)OCCCC1(C=CCCC1)O (1-[3-(1-ethoxyethoxy)propyl]cyclohex-2-en-1-ol). As a reaction SMILES: [C:1]1(=[O:7])[CH2:6][CH2:5][CH2:4][CH:3]=[CH:2]1.[Cl-].[NH4+].[CH:10]1([OH:16])[CH2:15][CH2:14]CC=C1.[CH2:17]([O:19][CH2:20][CH3:21])[CH3:18]>>[CH2:17]([O:19][CH:20]([O:16][CH2:10][CH2:15][CH2:14][C:1]1([OH:7])[CH2:6][CH2:5][CH2:4][CH:3]=[CH:2]1)[CH3:21])[CH3:18] |f:1.2|. Reported procedure: The organo-lithium intermediate compound formed in this above reaction mixture was transferred via a cannulus apparatus to a 250 ml oven dried, round bottom flask fitted with magnetic stir bar, septum, pressure equalizing additional funnel connected to a source of nitrogen and cooled to 0° C. in an ice/water bath. The addition funnel had been charged with 9.95 g (0.10 mol) of 2-cyclohexen-1-one and 100 ml of anhydrous ethyl ether. The cyclohexenone solution was added dropwise to the cold, stirre... Reactants: OC1=CC=C(C=C1)CC1=CC=C(C=C1)O (bis(p-Hydroxyphenyl)methane), C(C1CO1)OCCCC (butyl glycidyl ether), epoxy. The reagents and catalysts are [Cl-].C(C1=CC=CC=C1)[N+](C)(C)C (benzyltrimethylammonium chloride). Product: OC(CC1=CC=C(C=C1)CC1=CC=C(C=C1)CC(COCCCC)O)COCCCC (bis(p-(2-Hydroxy-3-butoxypropyl)phenyl)methane). As a reaction SMILES: O[C:2]1[CH:7]=[CH:6][C:5]([CH2:8][C:9]2[CH:14]=[CH:13][C:12](O)=[CH:11][CH:10]=2)=[CH:4][CH:3]=1.[CH2:16]([O:20][CH2:21][CH2:22][CH2:23][CH3:24])[CH:17]1[O:19][CH2:18]1>[Cl-].C([N+](C)(C)C)C1C=CC=CC=1>[OH:19][CH:17]([CH2:16][O:20][CH2:21][CH2:22][CH2:23][CH3:24])[CH2:18][C:2]1[CH:7]=[CH:6][C:5]([CH2:8][C:9]2[CH:14]=[CH:13][C:12]([CH2:18][CH:17]([OH:19])[CH2:16][O:20][CH2:21][CH2:22][CH2:23][CH3:24])=[CH:11][CH:10]=2)=[CH:4][CH:3]=1 |f:2.3|. Reported procedure: bis(p-Hydroxyphenyl)methane (153 g; 67% pure, containing polynuclear homologues), butyl glycidyl ether (232.5 g), and benzyltrimethylammonium chloride (3.85 g) were stirred and heated slowly to 100°, when a mildly exothermic reaction commenced and the temperature rose to 110°. The mixture was kept at 110° for 41/2 hours, 120° for 1 hour, and 150° for 11/2 hours. The product had an epoxy value of 0.19 equiv./kg. Starting materials: BrC1=CC=C2C(=NNC2=C1)C(=O)N(C)C (6-bromo-N,N-dimethyl-1H-indazole-3-carboxamide), [H-].[Na+] (NaH), ClC1=NC(=NC=C1)N (4-chloropyrimidin-2-amine). Solvent: CN(C)C=O (DMF). Conditions: temperature 65 celsius, time 8 hour. The product is NC1=NC=CC(=N1)N1N=C(C2=CC=C(C=C12)Br)C(=O)N(C)C (1-(2-aminopyrimidin-4-yl)-6-bromo-N,N-dimethylindazole-3-carboxamide). As a reaction SMILES: [Br:1][C:2]1[CH:10]=[C:9]2[C:5]([C:6]([C:11]([N:13]([CH3:15])[CH3:14])=[O:12])=[N:7][NH:8]2)=[CH:4][CH:3]=1.[H-].[Na+].Cl[C:19]1[CH:24]=[CH:23][N:22]=[C:21]([NH2:25])[N:20]=1>CN(C=O)C>[NH2:25][C:21]1[N:22]=[C:23]([N:8]2[C:9]3[C:5](=[CH:4][CH:3]=[C:2]([Br:1])[CH:10]=3)[C:6]([C:11]([N:13]([CH3:15])[CH3:14])=[O:12])=[N:7]2)[CH:24]=[CH:19][N:20]=1 |f:1.2|. Procedure: To a solution of 6-bromo-N,N-dimethyl-1H-indazole-3-carboxamide (95%, 450 mg, 1.59 mmol) in DMF (10 mL) was added NaH (60% dispension in mineral oil) (60 mg, 1.02 mmol) at 0° C. Mixture was stirred at rt for 10 mins before addition of 4-chloropyrimidin-2-amine (413 mg, 3.19 mmol). The mixture was stirred at 65° C. overnight. The mixture was quenched by addition of water (10 mL). The mixture was extracted with EtOAc (2×15 mL). The combined organics washed with water (10 mL), dried (Na2SO4), filte...